Dataset: the Open Reaction Database (ORD), a public repository of structured organic reaction records. Task: describe an organic reaction: reactants, conditions, products, and yield Starting materials: CC(C)(C)OC(=O)NC1CCN(Cc2ccccc2)CC1, CCO. RXN SMILES: [CH2:1]([c:2]1[cH:3][cH:4][cH:5][cH:6][cH:7]1)[N:8]1[CH2:9][CH2:10][CH:11]([NH:14][C:15](=[O:16])[O:17][C:18]([CH3:19])([CH3:20])[CH3:21])[CH2:12][CH2:13]1.[CH3:22][CH2:23][OH:24]>>[NH:8]1[CH2:9][CH2:10][CH:11]([NH:14][C:15](=[O:16])[O:17][C:18]([CH3:19])([CH3:20])[CH3:21])[CH2:12][CH2:13]1. The product is CC(C)(C)OC(=O)NC1CCNCC1. Reactants: C(CO)(=O)O (glycolic acid), ClC1=CC(=C(OCC=O)C=C1)C (4-chloro-2-methylphenoxyacetaldehyde), 10g, B(F)(F)F.CCOCC (boron trifluoride etherate). Solvent: CCOCC (ether), O1CCCC1 (tetrahydrofuran). Reaction conditions: time 24 hour. Product: ClC1=CC(=C(OCC2OCC(O2)=O)C=C1)C (2-(4-chloro-2-methylphenoxymethyl)-1,3-dioxolan-4-one). The yield is 62.6%. RXN SMILES: [C:1]([OH:5])(=[O:4])[CH2:2]O.[Cl:6][C:7]1[CH:16]=[CH:15][C:10]([O:11][CH2:12][CH:13]=[O:14])=[C:9]([CH3:17])[CH:8]=1.B(F)(F)F.CCOCC>CCOCC.O1CCCC1>[Cl:6][C:7]1[CH:16]=[CH:15][C:10]([O:11][CH2:12][CH:13]2[O:5][C:1](=[O:4])[CH2:2][O:14]2)=[C:9]([CH3:17])[CH:8]=1 |f:2.3|. Procedure: A solution containing 2.5g (0.033 mole) of glycolic acid, 4.2g (0.025 mole) of 4-chloro-2-methylphenoxyacetaldehyde and 10g (0.07 mole) of boron trifluoride etherate in 50 ml of ether and 30 ml of tetrahydrofuran was allowed to stand at room temperature for 24 hours. The dark solution was washed with aqueous sodium bicarbonate, dried and concentrated to dryness. Recrystallization from ether-hexane gave 3.8g of 2-(4-chloro-2-methylphenoxymethyl)-1,3-dioxolan-4-one having a melting point of 42°-44...